Task: describe an organic reaction: reactants, conditions, products, and yield. Dataset: the Open Reaction Database (ORD), a public repository of structured organic reaction records The reactants are O=C([O-])[O-], CCI, CN(C)C=O, COc1cc(OC)nc(Oc2nc(C)n(-c3ccc(C)cc3)c2C(O)=S)n1, [K+], [K+], O. The product is CCOC(=S)c1c(Oc2nc(OC)cc(OC)n2)nc(C)n1-c1ccc(C)cc1. As a reaction SMILES: [C:33](=[O:34])([O-:35])[O-:36].[CH2:39]([CH3:40])[I:41].[CH3:1][N:2]([CH3:3])[CH:4]=[O:5].[CH3:6][O:7][c:8]1[n:9][c:10]([O:16][c:17]2[c:18]([C:30](=[S:31])[OH:32])[n:19](-[c:23]3[cH:24][cH:25][c:26]([CH3:29])[cH:27][cH:28]3)[c:20]([CH3:22])[n:21]2)[n:11][c:12]([O:14][CH3:15])[cH:13]1.[K+:37].[K+:38].[OH2:42]>>[CH3:6][O:7][c:8]1[n:9][c:10]([O:16][c:17]2[c:18]([C:30](=[S:31])[O:32][CH2:39][CH3:40])[n:19](-[c:23]3[cH:24][cH:25][c:26]([CH3:29])[cH:27][cH:28]3)[c:20]([CH3:22])[n:21]2)[n:11][c:12]([O:14][CH3:15])[cH:13]1. Reactants: COC(=O)C1=CC=C(C=C1)C1=CC=C(C=C1)C(CC(=O)C1=CC(=NC=C1)C)C1=C(C=CC=C1)C (4′-[3-(2-methyl-pyridin-4-yl)-3-oxo-1-o-tolyl-propyl]-biphenyl-4-carboxylic acid methyl ester), Cl.NO (hydroxylamine hydrochloride), C(O)([O-])=O.[Na+] (sodium hydrogencarbonate), [NH4+].[Cl-] (NH4Cl). The solvent is C(C)O (ethanol), O (water). The product is COC(=O)C1=CC=C(C=C1)C1=CC=C(C=C1)C(CC(C1=CC(=NC=C1)C)=NO)C1=C(C=CC=C1)C (4′-[3-[Hydroxyimino]-3-(2-methyl-pyridin-4-yl)-1-o-tolyl-propyl]-biphenyl-4-carboxylic acid methyl ester). As a reaction SMILES: [CH3:1][O:2][C:3]([C:5]1[CH:10]=[CH:9][C:8]([C:11]2[CH:16]=[CH:15][C:14]([CH:17]([C:28]3[CH:33]=[CH:32][CH:31]=[CH:30][C:29]=3[CH3:34])[CH2:18][C:19]([C:21]3[CH:26]=[CH:25][N:24]=[C:23]([CH3:27])[CH:22]=3)=O)=[CH:13][CH:12]=2)=[CH:7][CH:6]=1)=[O:4].Cl.[NH2:36][OH:37].C(=O)([O-])O.[Na+].[NH4+].[Cl-]>C(O)C.O>[CH3:1][O:2][C:3]([C:5]1[CH:6]=[CH:7][C:8]([C:11]2[CH:12]=[CH:13][C:14]([CH:17]([C:28]3[CH:33]=[CH:32][CH:31]=[CH:30][C:29]=3[CH3:34])[CH2:18][C:19](=[N:36][OH:37])[C:21]3[CH:26]=[CH:25][N:24]=[C:23]([CH3:27])[CH:22]=3)=[CH:15][CH:16]=2)=[CH:9][CH:10]=1)=[O:4] |f:1.2,3.4,5.6|. Procedure: A solution of 4′-[3-(2-methyl-pyridin-4-yl)-3-oxo-1-o-tolyl-propyl]-biphenyl-4-carboxylic acid methyl ester (36 mg), hydroxylamine hydrochloride (11 mg) and sodium hydrogencarbonate (14 mg) in a mixture of ethanol (0.5 mL) and water (0.1 mL) was heated under reflux for 1.5 hours. A saturated solution of NH4Cl was added, the phases were separated and the inorganic one was extracted with EtOAc (2×). The combined organic layers were washed with brine, dried over Na2SO4, filtered and concentrated in... The reactants are ClC1=CC(=C(C=C1OCC(=O)OC)C=1C(N(C(=CN1)C(F)(F)F)C)=O)F (3-{4-chloro-2-fluoro-5-[(methoxycarbonyl)methoxy]phenyl}-1-methyl-6-trifluoromethyl-2-oxo-1,2-dihydropyrazine), ClC1=CC(=C(C=C1OCC(=O)OC)C=1C(N(C(=CN1)C(F)(F)F)C)=O)F (3-{4-chloro-2-fluoro-5-[(methoxycarbonyl)methoxy]phenyl}-1-methyl-6-trifluoromethyl-2-oxo-1,2-dihydropyrazine), O.C1(=CC=C(C=C1)S(=O)(=O)O)C (p-toluenesulfonic acid monohydrate). Run in C(CC)O (propanol). The product is ClC1=CC(=C(C=C1OCC(=O)OCCC)C=1C(N(C(=CN1)C(F)(F)F)C)=O)F (3-{4-chloro-2-fluoro-5-[(propoxycarbonyl)methoxy]phenyl}-1-methyl-6-trifluoromethyl-2-oxo -1,2-dihydropyrazine). The yield is 342.0%. RXN SMILES: [Cl:1][C:2]1[C:7]([O:8][CH2:9][C:10]([O:12][CH3:13])=[O:11])=[CH:6][C:5]([C:14]2[C:15](=[O:25])[N:16]([CH3:24])[C:17]([C:20]([F:23])([F:22])[F:21])=[CH:18][N:19]=2)=[C:4]([F:26])[CH:3]=1.O.[C:28]1(C)C=CC(S(O)(=O)=O)=C[CH:29]=1>C(O)CC>[Cl:1][C:2]1[C:7]([O:8][CH2:9][C:10]([O:12][CH2:13][CH2:28][CH3:29])=[O:11])=[CH:6][C:5]([C:14]2[C:15](=[O:25])[N:16]([CH3:24])[C:17]([C:20]([F:23])([F:22])[F:21])=[CH:18][N:19]=2)=[C:4]([F:26])[CH:3]=1 |f:1.2|. Reported procedure: To a solution of 100 mg of 3-{4-chloro-2-fluoro-5-[(methoxycarbonyl)methoxy]phenyl}-1-methyl-6-trifluoromethyl-2-oxo-1,2-dihydropyrazine (present compound 1-165) in 1.0 ml of propanol was added 10 mg of p-toluenesulfonic acid monohydrate, and the mixture was heated under reflux for 5 hours. After completion of the reaction, the reaction mixture was cooled to room temperature, and the excess propanol was distilled out under reduced pressure. The residue was subjected to silica gel column chromato... Starting materials: C1(CC1)N1C=C(C(C2=CC(=C(C(=C12)F)F)F)=O)C(=O)O (1-cyclopropyl-6,7,8-trifluoro-1,4-dihydro-4- oxoquinoline-3-carboxylic acid), ClC1=C2CNCC2=CC=C1 (4-chloroisoindoline). Run in CN(C)C=O (DMF). Product: ClC1=C2CN(CC2=CC=C1)C1=C(C=C2C(C(=CN(C2=C1F)C1CC1)C(=O)O)=O)F (7-(4-chloro-2-isoindolinyl]-1-cyclopropyl-6,8-difluoro-1,4- dihydro-4-oxoquinoline-3-carboxylic acid). Yield: 50.0%. RXN SMILES: [CH:1]1([N:4]2[C:13]3[C:8](=[CH:9][C:10]([F:16])=[C:11](F)[C:12]=3[F:14])[C:7](=[O:17])[C:6]([C:18]([OH:20])=[O:19])=[CH:5]2)[CH2:3][CH2:2]1.[Cl:21][C:22]1[CH:30]=[CH:29][CH:28]=[C:27]2[C:23]=1[CH2:24][NH:25][CH2:26]2>CN(C=O)C>[Cl:21][C:22]1[CH:30]=[CH:29][CH:28]=[C:27]2[C:23]=1[CH2:24][N:25]([C:11]1[C:12]([F:14])=[C:13]3[C:8]([C:7](=[O:17])[C:6]([C:18]([OH:20])=[O:19])=[CH:5][N:4]3[CH:1]3[CH2:2][CH2:3]3)=[CH:9][C:10]=1[F:16])[CH2:26]2. Procedure details: 136 mg of 1-cyclopropyl-6,7,8-trifluoro-1,4-dihydro-4- oxoquinoline-3-carboxylic acid, 230 mg of 4-chloroisoindoline, and 1.5 ml of anhydrous DMF were processed in the same manner as in Example 20 to produce 100 mg of the target compound.